Dataset: the Open Reaction Database (ORD), a public repository of structured organic reaction records. Task: describe an organic reaction: reactants, conditions, products, and yield Reactants: [OH-].[K+] (KOH), COC1=CC=C2C(C(=C(OC2=C1C(C)=O)C1=CC=CC=C1)C)=O (7-methoxy -8-acetyl-3methylflavone), C(#N)C1=CC=C(C=O)C=C1 (4-cyanobenzaldehyde). Run in C(C)O (ethanol), O (water). The product is CC1=C(OC2=C(C(=CC=C2C1=O)OC)C(C=CC1=CC=C(C=C1)C#N)=O)C1=CC=CC=C1 (1-[3-Methyl-7-Methoxyflavon-8-yl]-3-(4Cyanophenyl)-Propen -1-one). The yield is 66.4%. Reaction SMILES: [OH-].[K+].[CH3:3][O:4][C:5]1[C:14]([C:15](=[O:17])[CH3:16])=[C:13]2[C:8]([C:9](=[O:25])[C:10]([CH3:24])=[C:11]([C:18]3[CH:23]=[CH:22][CH:21]=[CH:20][CH:19]=3)[O:12]2)=[CH:7][CH:6]=1.[C:26]([C:28]1[CH:35]=[CH:34][C:31]([CH:32]=O)=[CH:30][CH:29]=1)#[N:27]>C(O)C.O>[CH3:24][C:10]1[C:9](=[O:25])[C:8]2[C:13](=[C:14]([C:15](=[O:17])[CH:16]=[CH:32][C:31]3[CH:34]=[CH:35][C:28]([C:26]#[N:27])=[CH:29][CH:30]=3)[C:5]([O:4][CH3:3])=[CH:6][CH:7]=2)[O:12][C:11]=1[C:18]1[CH:19]=[CH:20][CH:21]=[CH:22][CH:23]=1 |f:0.1|. Reported procedure: A solution of KOH 50% (3 ml) is added to an equimolar solution of 7-methoxy -8-acetyl-3methylflavone (2.31 g, 0.0075 mol) and 4-cyanobenzaldehyde (0.98 g, 0.0075 mol) in ethanol 95%; the addition is performed under energetic stirring at room temperature. The reaction is left under stirring for one night and then diluted with water and acidified; the precipitate is separated by filtration and dried under vacuum. The compound is crystallized by ethanol to give 2.1 g of product m.p. 223-224C, 1H-NM...